Dataset: the Open Reaction Database (ORD), a public repository of structured organic reaction records. Task: describe an organic reaction: reactants, conditions, products, and yield The reactants are C(C)(C)(C)N=C=O (tert-Butylisocyanate), N[C@H]1C[C@@H](CC1)C(=O)N1[C@@H]2CC3=C([C@](CC1)(C2(C)C)C)C=CC=C3O ([(1R,3R)-3-amino-cyclopentyl]-[(2R,6S)-10-hydroxy-6,11,11-trimethyl-1,2,5,6-tetrahydro-4H-2,6-methano-benzo[d]azocin-3-yl]-methanone), C(C)N(C(C)C)C(C)C (ethyldiisopropylamine). Solvent: CN(C=O)C (N,N-dimethylformamide). Run at temperature 40 celsius, time 8 hour. The product is C(C)(C)(C)NC(=O)N[C@H]1C[C@@H](CC1)C(=O)N1[C@@H]2CC3=C([C@](CC1)(C2(C)C)C)C=CC=C3O (1-tert-Butyl-3-{(1R,3R)-3-[(2R,6S)-10-hydroxy-6,11,11-trimethyl-1,2,5,6-tetrahydro-4H-2,6-methano-benzo[d]azocine-3-carbonyl]-cyclopentyl}-urea). RXN SMILES: [C:1]([N:5]=[C:6]=[O:7])([CH3:4])([CH3:3])[CH3:2].[NH2:8][C@@H:9]1[CH2:13][CH2:12][C@@H:11]([C:14]([N:16]2[CH2:23][CH2:22][C@:21]3([CH3:27])[C:24]([CH3:26])([CH3:25])[C@H:17]2[CH2:18][C:19]2[C:31]([OH:32])=[CH:30][CH:29]=[CH:28][C:20]=23)=[O:15])[CH2:10]1.C(N(C(C)C)C(C)C)C>CN(C)C=O>[C:1]([NH:5][C:6]([NH:8][C@@H:9]1[CH2:13][CH2:12][C@@H:11]([C:14]([N:16]2[CH2:23][CH2:22][C@:21]3([CH3:27])[C:24]([CH3:25])([CH3:26])[C@H:17]2[CH2:18][C:19]2[C:31]([OH:32])=[CH:30][CH:29]=[CH:28][C:20]=23)=[O:15])[CH2:10]1)=[O:7])([CH3:4])([CH3:3])[CH3:2]. Procedure: tert-Butylisocyanate (30 mg) is added to a solution of [(1R,3R)-3-amino-cyclopentyl]-[(2R,6S)-10-hydroxy-6,11,11-trimethyl-1,2,5,6-tetrahydro-4H-2,6-methano-benzo[d]azocin-3-yl]-methanone (100 mg) and ethyldiisopropylamine (120 μL) in N,N-dimethylformamide (2 mL). The resulting solution is stirred at 40° C. overnight. Then, the solution is concentrated under reduced pressure and the residue is purified by HPLC on reversed phase (MeCN/H2O/F3CCO2H) to give the title compound. The reactants are COC=1C=C2C(=CNC2=CC1)CCC(=O)NC1=C(C=CC=C1)C(=O)O (3-(5-methoxyindol-3-yl)-N-(2-carboxyphenyl)propionamide), CC1(OC(C(C(O1)=O)C1=C(NC2=CC=C(C=C12)OC)C)=O)C (3-(2,2-dimethyl-4,6-dioxo-1,3-dioxane-5-yl)-methyl-5-methoxyindole), C(C=1C(N)=CC=CC1)(=O)O (anthranilic acid). The product is COC=1C=C2C=C(NC2=CC1)CCC1=NC2=CC=CC=C2C(N1C1=CC=CC=C1)=O (2-[2-(5-Methoxyindol-2-yl)ethyl]-3-phenyl-4-(3H)quinazolinone). RXN SMILES: [CH3:1][O:2][C:3]1[CH:4]=[C:5]2[C:9](=[CH:10][CH:11]=1)[NH:8][CH:7]=[C:6]2CCC(NC1C=CC=CC=1C(O)=O)=O.CC1(C)OC(=O)[CH:30]([C:34]2[C:42]3[C:37](=[CH:38][CH:39]=[C:40](OC)[CH:41]=3)[NH:36][C:35]=2C)C(=O)O1.[C:48]([OH:57])(=O)[C:49]1[C:50](=[CH:52][CH:53]=[CH:54][CH:55]=1)[NH2:51]>N1C=CC=CC=1>[CH3:1][O:2][C:3]1[CH:4]=[C:5]2[C:9](=[CH:10][CH:11]=1)[NH:8][C:7]([CH2:30][CH2:34][C:35]1[N:36]([C:37]3[CH:42]=[CH:41][CH:40]=[CH:39][CH:38]=3)[C:48](=[O:57])[C:49]3[C:50](=[CH:52][CH:53]=[CH:54][CH:55]=3)[N:51]=1)=[CH:6]2. The solvent is N1=CC=CC=C1 (pyridine), N1=CC=CC=C1 (pyridine). Procedure details: The foregoing intermediate product 3-(5-methoxyindol-3-yl)-N-(2-carboxyphenyl)propionamide can be prepared directly from the corresponding Meldrum's Adduct [3-(2,2-dimethyl-4,6-dioxo-1,3-dioxane-5-yl)-methyl-5-methoxyindole] (4.41 g, 14.5 mmol) by reaction with an equivalent amount of anthranilic acid (1.99 g, 14.5 mmol) in 30 ml of pyridine. The reaction is carried out at reflux for two hours after which the pyridine is azeotropically removed under vacuum with toluene [Route B]. Reactants: FC1=CC=C(C=C1)C(CC(=O)O)NS(=O)(=O)C1=CC(=CC=C1)C(F)(F)F (3-(4-fluorophenyl)-3-(3-trifluoromethyl-benzenesulfonylamino)-propionic acid), NC1C=2C=NC(=NC2CCC1)CCO (2-(5-amino-5,6,7,8-tetrahydro-quinazolin-2-yl)-ethanol), C=1C=CC2=C(C1)N=NN2O (HOBt), C(CCl)Cl (EDC). Run in CN(C)C=O (DMF). The product is FC1=CC=C(C=C1)C(CC(=O)NC1C=2C=NC(=NC2CCC1)CCO)NS(=O)(=O)C1=CC(=CC=C1)C(F)(F)F (3-(4-fluorophenyl)-N-[2-(2-hydroxy-ethyl)-5,6,7,8-tetrahydro-quinazolin-5-yl]-3-(3-trifluoromethyl-benzenesulfonylamino)-propionamide). As a reaction SMILES: [F:1][C:2]1[CH:7]=[CH:6][C:5]([CH:8]([NH:13][S:14]([C:17]2[CH:22]=[CH:21][CH:20]=[C:19]([C:23]([F:26])([F:25])[F:24])[CH:18]=2)(=[O:16])=[O:15])[CH2:9][C:10]([OH:12])=O)=[CH:4][CH:3]=1.[NH2:27][CH:28]1[CH2:37][CH2:36][CH2:35][C:34]2[N:33]=[C:32]([CH2:38][CH2:39][OH:40])[N:31]=[CH:30][C:29]1=2.C1C=CC2N(O)N=NC=2C=1.C(Cl)CCl>CN(C=O)C>[F:1][C:2]1[CH:7]=[CH:6][C:5]([CH:8]([NH:13][S:14]([C:17]2[CH:22]=[CH:21][CH:20]=[C:19]([C:23]([F:26])([F:25])[F:24])[CH:18]=2)(=[O:16])=[O:15])[CH2:9][C:10]([NH:27][CH:28]2[CH2:37][CH2:36][CH2:35][C:34]3[N:33]=[C:32]([CH2:38][CH2:39][OH:40])[N:31]=[CH:30][C:29]2=3)=[O:12])=[CH:4][CH:3]=1. Reported procedure: A solution of 3-(4-fluorophenyl)-3-(3-trifluoromethyl-benzenesulfonylamino)-propionic acid (172 mg, 0.44 mmol), crude 2-(5-amino-5,6,7,8-tetrahydro-quinazolin-2-yl)-ethanol (Step G, 85 mg, 0.44 mmol), HOBt (65.5 mg, 0.484 mmol) and EDC (93 mg, 0.484 mmol) in 1.5 mL of DMF was stirred overnight at RT. After quenching with Sat. NaHCO3 solution, the mixture was extracted with EtOAc. The combined organic phase was washed brine, dried over Na2SO4, and evaporated in vacuo. Flash chromatography (SiO2, ...